From a dataset of the Open Reaction Database (ORD), a public repository of structured organic reaction records. describe an organic reaction: reactants, conditions, products, and yield Reaction SMILES: [CH3:68][C:69]([CH3:70])([O-:71])[CH3:72].[CH:1]1([P:2]([CH:3]2[CH2:4][CH2:5][CH2:6][CH2:7][CH2:8]2)[c:9]2[cH:10][cH:11][cH:12][cH:13][c:14]2-[c:15]2[c:16]([O:17][CH3:18])[cH:19][cH:20][cH:21][c:22]2[O:23][CH3:24])[CH2:25][CH2:26][CH2:27][CH2:28][CH2:29]1.[Cl:52][c:53]1[n:54][n:55][c:56](-[c:62]2[cH:63][cH:64][cH:65][cH:66][cH:67]2)[c:57]2[c:58]1[CH2:59][CH2:60][CH2:61]2.[NH2:30][c:31]1[cH:32][cH:33][c:34]([O:35][c:36]2[n:37][cH:38][cH:39][cH:40][c:41]2-[c:42]2[cH:43][c:44]([NH:48][CH3:49])[n:45][cH:46][cH:47]2)[cH:50][cH:51]1.[Na+:73].[O:112]=[C:113]([CH:114]=[CH:115][c:116]1[cH:117][cH:118][cH:119][cH:120][cH:121]1)[CH:122]=[CH:123][c:124]1[cH:125][cH:126][cH:127][cH:128][cH:129]1.[O:76]=[C:77]([CH:78]=[CH:79][c:80]1[cH:81][cH:82][cH:83][cH:84][cH:85]1)[CH:86]=[CH:87][c:88]1[cH:89][cH:90][cH:91][cH:92][cH:93]1.[O:94]=[C:95]([CH:96]=[CH:97][c:98]1[cH:99][cH:100][cH:101][cH:102][cH:103]1)[CH:104]=[CH:105][c:106]1[cH:107][cH:108][cH:109][cH:110][cH:111]1.[Pd:74].[Pd:75]>>[NH:30]([c:31]1[cH:32][cH:33][c:34]([O:35][c:36]2[n:37][cH:38][cH:39][cH:40][c:41]2-[c:42]2[cH:43][c:44]([NH:48][CH3:49])[n:45][cH:46][cH:47]2)[cH:50][cH:51]1)[c:53]1[n:54][n:55][c:56](-[c:62]2[cH:63][cH:64][cH:65][cH:66][cH:67]2)[c:57]2[c:58]1[CH2:59][CH2:60][CH2:61]2. The product is CNc1cc(-c2cccnc2Oc2ccc(Nc3nnc(-c4ccccc4)c4c3CCC4)cc2)ccn1. Starting materials: CC(C)(C)[O-], COc1cccc(OC)c1-c1ccccc1P(C1CCCCC1)C1CCCCC1, Clc1nnc(-c2ccccc2)c2c1CCC2, CNc1cc(-c2cccnc2Oc2ccc(N)cc2)ccn1, [Na+], O=C(C=Cc1ccccc1)C=Cc1ccccc1, O=C(C=Cc1ccccc1)C=Cc1ccccc1, O=C(C=Cc1ccccc1)C=Cc1ccccc1, [Pd], [Pd].